Dataset: the Open Reaction Database (ORD), a public repository of structured organic reaction records. Task: describe an organic reaction: reactants, conditions, products, and yield The reactants are C(C)(=O)OCC (Ethyl acetate), COC1=CC=C(C=C1)C1=NN=C(O1)C=1C=C(C(=CC1)N)N (4-[5-(4-methoxyphenyl)-[1,3,4]oxadiazol-2-yl]-benzene-1,2-diamine), COC(C=CC1=CC(=C(C(=C1)C)C=O)C)=O (3-(4-formyl-3,5-dimethylphenyl)-acrylic acid methyl ester), OOS(=O)[O-].[K+] (oxone). The solvent is O (water), CN(C)C=O (DMF), O (water). Reaction conditions: time 20 minute. The product is COC(\C=C\C1=CC(=C(C(=C1)C)C1=NC2=C(N1)C=C(C=C2)C=2OC(=NN2)C2=CC=C(C=C2)OC)C)=O ((E)-3-(4-{6-[5-(4-Methoxyphenyl)-[1,3,4]oxadiazol-2-yl]-1H-benzoimidazol-2-yl}-3,5-dimethylphenyl)-acrylic acid methyl ester). RXN SMILES: [CH3:1][O:2][C:3]1[CH:8]=[CH:7][C:6]([C:9]2[O:13][C:12]([C:14]3[CH:15]=[C:16]([NH2:21])[C:17]([NH2:20])=[CH:18][CH:19]=3)=[N:11][N:10]=2)=[CH:5][CH:4]=1.[CH3:22][O:23][C:24](=[O:37])[CH:25]=[CH:26][C:27]1[CH:32]=[C:31]([CH3:33])[C:30]([CH:34]=O)=[C:29]([CH3:36])[CH:28]=1.OOS([O-])=O.[K+].C(OCC)(=O)C>CN(C=O)C.O>[CH3:22][O:23][C:24](=[O:37])/[CH:25]=[CH:26]/[C:27]1[CH:32]=[C:31]([CH3:33])[C:30]([C:34]2[NH:21][C:16]3[CH:15]=[C:14]([C:12]4[O:13][C:9]([C:6]5[CH:5]=[CH:4][C:3]([O:2][CH3:1])=[CH:8][CH:7]=5)=[N:10][N:11]=4)[CH:19]=[CH:18][C:17]=3[N:20]=2)=[C:29]([CH3:36])[CH:28]=1 |f:2.3|. Reported procedure: To a solution of 4-[5-(4-methoxyphenyl)-[1,3,4]oxadiazol-2-yl]-benzene-1,2-diamine (564 mg, 2.0 mmol) and 3-(4-formyl-3,5-dimethylphenyl)-acrylic acid methyl ester (436 mg, 2.0 mmol) (Example 1-60, step C) in 10 mL of DMF and 1 mL of water was added oxone (824 mg, 1.34 mmol) and the mixture was stirred at RT for 20 min. Ethyl acetate was added and stirred for a while then water was added. The organic layer was separated and the aqueous layer was extracted with EtOAc. The combined organic layers ... Reactants: [F-].[K+] (KF), [Al] (aluminium). The solvent is O (water). The product is [F-].[F-].[F-].[F-].[F-].[F-].[Al+3].[K+].[K+].[K+] (tripotassium hexafluoroaluminate). RXN SMILES: [F-:1].[K+:2].[Al:3]>O>[F-:1].[F-:1].[F-:1].[F-:1].[F-:1].[F-:1].[Al+3:3].[K+:2].[K+:2].[K+:2] |f:0.1,4.5.6.7.8.9.10.11.12.13|. Procedure: Repeated treatments were made by a solution of HF and KF at a molar ratio of 1:1 being added to suspensions of aluminium powder (Carlfors Bruk A100) in pure water at temperatures from 10° C. to 80° C. The total concentration of fluoride in the treatment solutions varied between 0.1 and 5 M and the total amount of added fluoride was 0.1-5% of the molar amount of the aluminium. The fluoride solution was added to the suspension of aluminium powder under vigorous agitation, and the powder was filter... Reactants: COC1=C(C=NC=C1)[N+](=O)[O-] (4-Methoxy-3-nitropyridine), C(C)(=O)OCC.CCCCCC (ethyl acetate hexane). The reagents and catalysts are [Pd] (palladium on carbon). The solvent is C(C)O (ethanol). The product is NC=1C=NC=CC1OC (3- Amino-4 methoxypyridine). Yield: 100.0%. As a reaction SMILES: [CH3:1][O:2][C:3]1[CH:8]=[CH:7][N:6]=[CH:5][C:4]=1[N+:9]([O-])=O.C(OCC)(=O)C.CCCCCC>C(O)C.[Pd]>[NH2:9][C:4]1[CH:5]=[N:6][CH:7]=[CH:8][C:3]=1[O:2][CH3:1] |f:1.2|. Procedure details: To a mixture of 4-Methoxy-3-nitropyridine (5.0 g, 32.44 mmole) in ethanol (100 mL) was added 10% palladium on carbon catalyst (200 mg). The resulting mixture was allowed to shake under a hydrogen atmosphere (50 psi) for 6 h. at room temperature. TLC (50% ethyl acetate/hexane) indicated complete consumption of starting material. Filtration through celite to remove the catalyst and concentration gave 3- Amino-4 methoxypyridine (4.0 g, 32.44 mmol, 100% yield) as dark red oil. The reactants are CCCCCCN, Cc1ccccc1Cl. Product: CCCCCCNc1ccccc1C. As a reaction SMILES: [CH2:9]([CH2:10][CH2:11][CH2:12][CH2:13][CH3:14])[NH2:15].[Cl:1][c:2]1[c:3]([CH3:8])[cH:4][cH:5][cH:6][cH:7]1>>[c:2]1([NH:15][CH2:9][CH2:10][CH2:11][CH2:12][CH2:13][CH3:14])[c:3]([CH3:8])[cH:4][cH:5][cH:6][cH:7]1.